This data is from the Open Reaction Database (ORD), a public repository of structured organic reaction records. The task is: describe an organic reaction: reactants, conditions, products, and yield Reactants: O=C([O-])[O-], Cn1c(=O)[nH]c2nn(Cc3cccc4ccccc34)c(-c3ccncc3)c2c1=O, Cc1ccccc1CCl, [K+], [K+]. The product is Cc1ccccc1Cn1c(=O)n(C)c(=O)c2c(-c3ccncc3)n(Cc3cccc4ccccc34)nc21. Reaction SMILES: [C:10](=[O:11])([O-:12])[O-:13].[CH3:16][n:17]1[c:18](=[O:44])[nH:19][c:20]2[c:21]([c:22]1=[O:23])[c:24](-[c:38]1[cH:39][cH:40][n:41][cH:42][cH:43]1)[n:25]([CH2:27][c:28]1[cH:29][cH:30][cH:31][c:32]3[cH:33][cH:34][cH:35][cH:36][c:37]13)[n:26]2.[Cl:1][CH2:2][c:3]1[c:4]([CH3:9])[cH:5][cH:6][cH:7][cH:8]1.[K+:14].[K+:15]>>[CH2:2]([c:3]1[c:4]([CH3:9])[cH:5][cH:6][cH:7][cH:8]1)[n:19]1[c:18](=[O:44])[n:17]([CH3:16])[c:22](=[O:23])[c:21]2[c:20]1[n:26][n:25]([CH2:27][c:28]1[cH:29][cH:30][cH:31][c:32]3[cH:33][cH:34][cH:35][cH:36][c:37]13)[c:24]2-[c:38]1[cH:39][cH:40][n:41][cH:42][cH:43]1. The reactants are CC(C)(C)[O-], CN=C=S, [K+], C1CCOC1, O, CC(C#N)c1ccc(-n2ccnc2)cc1. Product: CNC(=S)C(C)(C#N)c1ccc(-n2ccnc2)cc1. RXN SMILES: [CH3:21][C:22]([CH3:23])([O-:24])[CH3:25].[CH3:27][N:28]=[C:29]=[S:30].[K+:26].[O:1]1[CH2:2][CH2:3][CH2:4][CH2:5]1.[OH2:31].[n:6]1(-[c:11]2[cH:12][cH:13][c:14]([CH:17]([C:18]#[N:19])[CH3:20])[cH:15][cH:16]2)[cH:7][n:8][cH:9][cH:10]1>>[n:6]1(-[c:11]2[cH:12][cH:13][c:14]([C:17]([C:18]#[N:19])([CH3:20])[C:29]([NH:28][CH3:27])=[S:30])[cH:15][cH:16]2)[cH:7][n:8][cH:9][cH:10]1. Starting materials: ClC1=C(C=CC=C1)N1C=2N(C3=NC(=NC=C3C1=O)S(=O)C)C=CN2 (4-(2-Chloro-phenyl)-8-methanesulfinyl-4H-3,4,7,9,9b-pentaaza-cyclopenta[a]naphthalen-5-one), NC1=CC=CC=C1 (aniline), C(=O)(O)[O-].[Na+].[Cl-].[Na+].O (NaHCO3 brine). Product: N(C1=CC=CC=C1)C=1N=CC=2C(N(C=3N(C2N1)C=CN3)C3=C(C=CC=C3)Cl)=O (2-anilino-6-(2-chlorophenyl)imidazo[1,2-a]pyrimido[5,4-e]pyrimidin-5(6H)-one). RXN SMILES: [Cl:1][C:2]1[CH:7]=[CH:6][CH:5]=[CH:4][C:3]=1[N:8]1[C:17](=[O:18])[C:16]2[C:11](=[N:12][C:13](S(C)=O)=[N:14][CH:15]=2)[N:10]2[CH:22]=[CH:23][N:24]=[C:9]12.[NH2:25][C:26]1[CH:31]=[CH:30][CH:29]=[CH:28][CH:27]=1.C([O-])(O)=O.[Na+].[Cl-].[Na+].O>>[NH:25]([C:13]1[N:14]=[CH:15][C:16]2[C:17](=[O:18])[N:8]([C:3]3[CH:4]=[CH:5][CH:6]=[CH:7][C:2]=3[Cl:1])[C:9]3[N:10]([CH:22]=[CH:23][N:24]=3)[C:11]=2[N:12]=1)[C:26]1[CH:31]=[CH:30][CH:29]=[CH:28][CH:27]=1 |f:2.3.4.5.6|. Procedure: A mixture of Example 1E (70.0 mg, 0.195 mmol) and aniline (39.1 μl, 0.428 mmol) was heated in a capped vial at 90° C. for 1 hour. After cooling, the residue was treated with saturated NaHCO3/brine and extracted with ethyl acetate (2×). The combined organic layers were dried over MgSO4, filtered, concentrated, and purified on a 12 g column using the ISCO Companion flash system eluting with CH2Cl2/ethyl acetate (8:2 to 7:3) to provide the title compound. 1H NMR (400 MHz, DMSO-d6) δ ppm 7.08 (d, J=... The reactants are CC#N, O=C(Cl)OCCCl, [K+], [K+], Nc1ccc(Br)cn1, O=C([O-])[O-]. The product is O=C1OCCN1c1ccc(Br)cn1. RXN SMILES: [CH3:22][C:23]#[N:24].[Cl:15][C:16](=[O:17])[O:18][CH2:19][CH2:20][Cl:21].[K+:10].[K+:9].[NH2:1][c:2]1[n:3][cH:4][c:5]([Br:8])[cH:6][cH:7]1.[O-:11][C:12]([O-:13])=[O:14]>>[N:1]1([c:2]2[n:3][cH:4][c:5]([Br:8])[cH:6][cH:7]2)[C:16](=[O:17])[O:18][CH2:19][CH2:20]1. Starting materials: Cn1nc([Si](C)(C)C(C)(C)C)cc1O, COc1cnnc(Cl)c1, Cc1ccccc1C, Cc1cccc(C)n1. The product is COc1cnnc(Oc2cc([Si](C)(C)C(C)(C)C)nn2C)c1. Reaction SMILES: [CH3:1][C:2]([CH3:3])([CH3:4])[Si:5]([c:6]1[n:7][n:8]([CH3:12])[c:9]([OH:11])[cH:10]1)([CH3:13])[CH3:14].[Cl:15][c:16]1[n:17][n:18][cH:19][c:20]([O:22][CH3:23])[cH:21]1.[c:32]1([CH3:33])[c:34]([CH3:35])[cH:36][cH:37][cH:38][cH:39]1.[n:24]1[c:25]([CH3:26])[cH:27][cH:28][cH:29][c:30]1[CH3:31]>>[CH3:1][C:2]([CH3:3])([CH3:4])[Si:5]([c:6]1[n:7][n:8]([CH3:12])[c:9]([O:11][c:16]2[n:17][n:18][cH:19][c:20]([O:22][CH3:23])[cH:21]2)[cH:10]1)([CH3:13])[CH3:14].